This data is from the Open Reaction Database (ORD), a public repository of structured organic reaction records. The task is: describe an organic reaction: reactants, conditions, products, and yield Reactants: C(CCCCCCCCC)OC1=C(NC(=C1OCCCCCCCCCC)C(=O)OCC)C(=O)OCC (diethyl 3,4-didecyloxypyrrole-2,5-dicarboxylate), [OH-].[Na+] (sodium hydroxide). Solvent: C(C)O (ethanol). Conditions: time 15 minute. Product: white crystals, C(CCCCCCCCC)OC1=C(NC(=C1OCCCCCCCCCC)C(=O)O)C(=O)O (3,4-didecyloxypyrrole-2,5-dicarboxylic acid). The yield is 65.8%. Reaction SMILES: [CH2:1]([O:11][C:12]1[C:16]([O:17][CH2:18][CH2:19][CH2:20][CH2:21][CH2:22][CH2:23][CH2:24][CH2:25][CH2:26][CH3:27])=[C:15]([C:28]([O:30]CC)=[O:29])[NH:14][C:13]=1[C:33]([O:35]CC)=[O:34])[CH2:2][CH2:3][CH2:4][CH2:5][CH2:6][CH2:7][CH2:8][CH2:9][CH3:10].[OH-].[Na+]>C(O)C>[CH2:1]([O:11][C:12]1[C:16]([O:17][CH2:18][CH2:19][CH2:20][CH2:21][CH2:22][CH2:23][CH2:24][CH2:25][CH2:26][CH3:27])=[C:15]([C:28]([OH:30])=[O:29])[NH:14][C:13]=1[C:33]([OH:35])=[O:34])[CH2:2][CH2:3][CH2:4][CH2:5][CH2:6][CH2:7][CH2:8][CH2:9][CH3:10] |f:1.2|. Reported procedure: Into a 3-L three-necked flask, 68.6 g (131 mmoles) of the diethyl 3,4-didecyloxypyrrole-2,5-dicarboxylate and 680 ml of ethanol were put, and an aqueous sodium hydroxide solution (prepared by dissolving 52.4 g of sodium hydroxide in 655 ml of water) was dropwise added thereto over a period of 15 minutes with stirring at room temperature. Thereafter, the mixture was heated and stirred at about 60° C. for 6.5 hours. After the reaction was completed, the reaction product was cooled to room temperat... The reactants are C(C)(C)(C)C1=CC=C(C=C1)C1=NC2=C(N1)C=CC=C2N2CCN(CC2)CC2=CC(=C(C=C2)[N+](=O)[O-])F (2-(4-tert-Butyl-phenyl)-4-[4-(3-fluoro-4-nitro-benzyl)-piperazin-1-yl]-1H-benzoimidazole), NCC=1C=NC=CC1 (3-(Aminomethyl) pyridine). Run in CN(C=O)C (dimethylformamide), C(C)(=O)OCC (ethyl acetate). Run at time 8 hour. The product is C(C)(C)(C)C1=CC=C(C=C1)C1=NC2=C(N1)C=CC=C2N2CCN(CC2)CC=2C=CC(=C(C2)NCC=2C=NC=CC2)[N+](=O)[O-] ((5-{4-[2-(4-tert-Butyl-phenyl)-1H-benzoimidazol -4-yl]-piperazin-1-ylmethyl}-2-nitro-phenyl)-pyridin-3-ylmethyl-amine). The yield is 57.9%. Reaction SMILES: [C:1]([C:5]1[CH:10]=[CH:9][C:8]([C:11]2[NH:15][C:14]3[CH:16]=[CH:17][CH:18]=[C:19]([N:20]4[CH2:25][CH2:24][N:23]([CH2:26][C:27]5[CH:32]=[CH:31][C:30]([N+:33]([O-:35])=[O:34])=[C:29](F)[CH:28]=5)[CH2:22][CH2:21]4)[C:13]=3[N:12]=2)=[CH:7][CH:6]=1)([CH3:4])([CH3:3])[CH3:2].[NH2:37][CH2:38][C:39]1[CH:40]=[N:41][CH:42]=[CH:43][CH:44]=1>CN(C)C=O.C(OCC)(=O)C>[C:1]([C:5]1[CH:10]=[CH:9][C:8]([C:11]2[NH:15][C:14]3[CH:16]=[CH:17][CH:18]=[C:19]([N:20]4[CH2:25][CH2:24][N:23]([CH2:26][C:27]5[CH:32]=[CH:31][C:30]([N+:33]([O-:35])=[O:34])=[C:29]([NH:37][CH2:38][C:39]6[CH:40]=[N:41][CH:42]=[CH:43][CH:44]=6)[CH:28]=5)[CH2:22][CH2:21]4)[C:13]=3[N:12]=2)=[CH:7][CH:6]=1)([CH3:4])([CH3:3])[CH3:2]. Reported procedure: To a mixture of 2-(4-tert-Butyl-phenyl)-4-[4-(3-fluoro-4-nitro-benzyl)-piperazin-1-yl]-1H-benzoimidazole (75 mg, 0.15 mMol) in dimethylformamide (2 mL) under nitrogen was added 3-(Aminomethyl) pyridine (0.078 mL, 0.77 mMol) and the resulting solution stirred overnight at room temperature. Upon arrival the reaction mixture was diluted with ethyl acetate (50 mL) and washed three times with water (50 mL) followed by brine (50 mL). The organics were dried with magnesium sulfate, filtered, and evapor... Procedure: Using 9-(4-nitrobenzyl)-2,3,9,10a-tetrahydrobenzo[b]cyclopenta[e][1,4]diazepin-10(1H)-one, synthesis was conducted by substantially the same procedure as in Working Example 24. The compound thus synthesized was purified by silica-gel column chromatography to afford the titled compound (yield 46%), m.p. 154°-155° C. (ethyl acetate-diethyl ether). Starting materials: [N+](=O)([O-])C1=CC=C(CN2C3=C(N=C4C(C2=O)CCC4)C=CC=C3)C=C1 (9-(4-nitrobenzyl)-2,3,9,10a-tetrahydrobenzo[b]cyclopenta[e][1,4]diazepin-10(1H)-one). Yield: 46.0%. The solvent is C(C)(=O)OCC.C(C)OCC (ethyl acetate diethyl ether). The product is [N+](=O)([O-])C1=CC=C(CN2C3=C(N[C@H]4[C@@H](C2=O)CCC4)C=CC=C3)C=C1 ((3aR*,10aS*)-9-(4-Nitrobenzyl)-2,3,3a,4,9,10a-hexahydrobenzo[b]cyclopenta[e][1,4]diazepin-10(1H)-one). As a reaction SMILES: [N+:1]([C:4]1[CH:25]=[CH:24][C:7]([CH2:8][N:9]2[C:15](=[O:16])[CH:14]3[CH2:17][CH2:18][CH2:19][C:13]3=[N:12][C:11]3[CH:20]=[CH:21][CH:22]=[CH:23][C:10]2=3)=[CH:6][CH:5]=1)([O-:3])=[O:2]>C(OCC)(=O)C.C(OCC)C>[N+:1]([C:4]1[CH:25]=[CH:24][C:7]([CH2:8][N:9]2[C:15](=[O:16])[C@H:14]3[CH2:17][CH2:18][CH2:19][C@H:13]3[NH:12][C:11]3[CH:20]=[CH:21][CH:22]=[CH:23][C:10]2=3)=[CH:6][CH:5]=1)([O-:3])=[O:2] |f:1.2|. Yield: 80.6%. Conditions: time 0.75 hour. Procedure details: A solution of 0.55 g (2.1 mM) of 5,7-difluoro-1,4-dihydroxy-2-isopropoxy-naphthalene in 20 mL of diethyl ether was added over 0.05 hours to a stirred, room temperature solution of 4.05 g (25 mM) of ferric chloride in 46 mL of water and 12 mL of isopropanol. The mixture was stirred for 0.75 hours and then extracted with ethyl acetate. The organic extracts were dried with sodium sulfate, filtered and concentrated to give 0.44 g of tan solid which was recrystalized from 3 mL of warm acetic acid and... Starting materials: FC1=C2C(=CC(=C(C2=CC(=C1)F)O)OC(C)C)O (5,7-difluoro-1,4-dihydroxy-2-isopropoxy-naphthalene), ferric chloride. RXN SMILES: [F:1][C:2]1[CH:11]=[C:10]([F:12])[CH:9]=[C:8]2[C:3]=1[C:4]([OH:18])=[CH:5][C:6]([O:14][CH:15]([CH3:17])[CH3:16])=[C:7]2[OH:13]>C(OCC)C.O.C(O)(C)C>[F:1][C:2]1[CH:11]=[C:10]([F:12])[CH:9]=[C:8]2[C:3]=1[C:4](=[O:18])[CH:5]=[C:6]([O:14][CH:15]([CH3:16])[CH3:17])[C:7]2=[O:13]. Yields the product FC1=C2C(C=C(C(C2=CC(=C1)F)=O)OC(C)C)=O (5,7-Difluoro-2-isopropoxy-1,4-naphthoquinone). The solvent is C(C)OCC (diethyl ether), O (water), C(C)(C)O (isopropanol). Reactants: CC(=O)O, Cn1cccc1C=O, [Na+], [OH-], O=[N+]([O-])O. Reaction SMILES: [CH3:15][C:16](=[O:17])[OH:18].[CH3:1][n:2]1[c:3]([CH:7]=[O:8])[cH:4][cH:5][cH:6]1.[Na+:14].[OH-:13].[OH:9][N+:10]([O-:11])=[O:12]>>[CH3:1][n:2]1[c:3]([CH:7]=[O:8])[cH:4][c:5]([N+:10](=[O:9])[O-:11])[cH:6]1. The product is Cn1cc([N+](=O)[O-])cc1C=O.